Dataset: the Open Reaction Database (ORD), a public repository of structured organic reaction records. Task: describe an organic reaction: reactants, conditions, products, and yield The reactants are N[C@@H](CCCCN)C(=O)O (lysine), C(=O)=O (CO2). Solvent: O (water). Yields the product solution, C(O)(O)=O.N[C@@H](CCCCN)C(=O)O (lysine carbonate). The yield is 30.0%. As a reaction SMILES: [NH2:1][C@H:2]([C:8]([OH:10])=[O:9])[CH2:3][CH2:4][CH2:5][CH2:6][NH2:7].C(=O)=[O:12]>O>[C:8](=[O:9])([OH:12])[OH:10].[NH2:1][C@H:2]([C:8]([OH:10])=[O:9])[CH2:3][CH2:4][CH2:5][CH2:6][NH2:7] |f:3.4|. Reported procedure: 146 g of lysine are dissolved in water and the solution is saturated with CO2 so as to obtain a 30% solution of lysine carbonate. Separately 226.6 g of 4-allyloxy-3-chlorophenylacetic acid are dissolved in 800 ml of isopropyl alcohol. The two solutions are joined by pouring the alcoholic solution into the aqueous solution with light stirring. Stirring is continued 5 hours at room temperature. Reactants: C(\C=C\C(=O)O)(=O)OC (methyl hydrogen fumarate), C(O)([O-])=O.[Cs+] (cesium hydrogen carbonate), C1(CCCCC1)C(=O)OCCCCCl (chlorobutyl cyclohexanecarboxylate). Yields the product C(\C=C\C(=O)OC)(=O)OCCCCOC(=O)C1CCCCC1 (Cyclohexylcarbonyloxybutyl methyl (2E)but-2-ene-1,4-dioate). The yield is 50.0%. RXN SMILES: [C:1]([O:8][CH3:9])(=[O:7])/[CH:2]=[CH:3]/[C:4]([OH:6])=[O:5].C(=O)([O-])O.[Cs+].[CH:15]1([C:21]([O:23][CH2:24][CH2:25][CH2:26][CH2:27]Cl)=[O:22])[CH2:20][CH2:19][CH2:18][CH2:17][CH2:16]1>>[C:4]([O:6][CH2:27][CH2:26][CH2:25][CH2:24][O:23][C:21]([CH:15]1[CH2:20][CH2:19][CH2:18][CH2:17][CH2:16]1)=[O:22])(=[O:5])/[CH:3]=[CH:2]/[C:1]([O:8][CH3:9])=[O:7] |f:1.2|. Procedure: Following general procedure A, methyl hydrogen fumarate (1.00 g, 7.68 mmol) was reacted with CsHCO3 (2.22 g, 11.52 mmol) and chlorobutyl cyclohexanecarboxylate (2.16 g, 9.98 mmol) at ca. 55° C. to afford 1.2 g (50% yield) of the title compound (44) as a clear oil after purification by mass-guided preparatory. HPLC and lyophilization. 1H NMR (CDCl3, 400 MHz): δ 6.90-6.77 (m, 3H), 3.81 (s, 3H), 2.34-2.28 (m, 1H), 1.91-1.88 (m, 2H), 1.82-1.73 (m, 4H), 1.65-1.62 (m, 2H), 1.47-1.39 (m, 4H), 1.29-1.23...